Task: describe an organic reaction: reactants, conditions, products, and yield. Dataset: the Open Reaction Database (ORD), a public repository of structured organic reaction records Reactants: [Na+].BrC1=CC=C(C=N1)C=CC(C(=O)[O-])=O (4-(6-bromo-pyridin-3-yl)-2-oxo-3-butenoic acid sodium salt), CI (methyl iodide), O (water). Run in CN(C=O)C (N,N-dimethylformamide). Run at temperature 75 celsius, time 3 hour. Yields the product COC(C(C=CC=1C=NC(=CC1)Br)=O)=O (4-(6-bromo-pyridin-3-yl)-2-oxo-3-butenoic acid methyl ester). Yield: 71.2%. Reaction SMILES: [Na+].[Br:2][C:3]1[N:8]=[CH:7][C:6]([CH:9]=[CH:10][C:11](=[O:15])[C:12]([O-:14])=[O:13])=[CH:5][CH:4]=1.[CH3:16]I.O>CN(C)C=O>[CH3:16][O:13][C:12](=[O:14])[C:11](=[O:15])[CH:10]=[CH:9][C:6]1[CH:7]=[N:8][C:3]([Br:2])=[CH:4][CH:5]=1 |f:0.1|. Reported procedure: A mixture of the 4-(6-bromo-pyridin-3-yl)-2-oxo-3-butenoic acid sodium salt (900.0 mg, 3.2 mmol) in the form of a pale yellow solid, methyl iodide (400.0 mL, 6.47 mmol) in N,N-dimethylformamide (20.0 mL) was stirred at 75° C. for 3 hours. Distilled water was added to the reaction mixture, which was then extracted with ethyl acetate. The extract was washed with a saturated solution of sodium hydrogen carbonate and brine, dried on anhydrous magnesium sulfate, and then concentrated under reduced pr... Reactants: C(C1=CC=CC=C1)C=1C=C(C=CC1C1=CC(=C(C=C1)O)CC1=CC=CC=C1)C1=C(C=C(C=C1)CCC#N)CC(C)C (3-(3′,3″-Dibenzyl-4″-hydroxy-2-isobutyl-1,1′:4′,1″-terphenyl-4-yl)propanenitrile), C(=O)([O-])[O-].[K+].[K+] (K2CO3), ClCC#N (chloroacetonitrile), mixture, [Cl-].[Na+].O.O (brine water). Solvent: CC(=O)C (acetone). Conditions: temperature 55 celsius, time 40 hour. The product is Hexanes EtOAc, C(C1=CC=CC=C1)C=1C=C(C=CC1C1=CC(=C(C=C1)OCC#N)CC1=CC=CC=C1)C1=C(C=C(C=C1)CCC#N)CC(C)C (3-(3′,3″-dibenzyl-4″-(cyanomethoxy)-2-isobutyl-1,1′:4′,1″-terphenyl-4-yl)propanenitrile). Yield: 96.2%. As a reaction SMILES: [CH2:1]([C:8]1[CH:9]=[C:10]([C:28]2[CH:33]=[CH:32][C:31]([CH2:34][CH2:35][C:36]#[N:37])=[CH:30][C:29]=2[CH2:38][CH:39]([CH3:41])[CH3:40])[CH:11]=[CH:12][C:13]=1[C:14]1[CH:19]=[CH:18][C:17]([OH:20])=[C:16]([CH2:21][C:22]2[CH:27]=[CH:26][CH:25]=[CH:24][CH:23]=2)[CH:15]=1)[C:2]1[CH:7]=[CH:6][CH:5]=[CH:4][CH:3]=1.C([O-])([O-])=O.[K+].[K+].Cl[CH2:49][C:50]#[N:51].[Cl-].[Na+].O.O>CC(C)=O>[CH2:1]([C:8]1[CH:9]=[C:10]([C:28]2[CH:33]=[CH:32][C:31]([CH2:34][CH2:35][C:36]#[N:37])=[CH:30][C:29]=2[CH2:38][CH:39]([CH3:41])[CH3:40])[CH:11]=[CH:12][C:13]=1[C:14]1[CH:19]=[CH:18][C:17]([O:20][CH2:49][C:50]#[N:51])=[C:16]([CH2:21][C:22]2[CH:27]=[CH:26][CH:25]=[CH:24][CH:23]=2)[CH:15]=1)[C:2]1[CH:3]=[CH:4][CH:5]=[CH:6][CH:7]=1 |f:1.2.3,5.6.7.8|. Procedure: To a suspension of 136.8 mg (0.26 mmol) 3-(3′,3″-Dibenzyl-4″-hydroxy-2-isobutyl-1,1′:4′,1″-terphenyl-4-yl)propanenitrile (28) and 184.9 mg (1.34 mmol, 5.2 eqv) K2CO3 in 12 ml acetone, 0.17 ml (2.69 mmol, 10.3 eqv) chloroacetonitrile was added. The resulting mixture was stirred for 40 h at 55° C. and then added to 40 ml of a mixture of brine/water (1+1). After extraction with EtOAc the combined org. fractions were washed with brine, dried over MgSO4 and evaporated. Column chromatography (Hexanes/...